describe an organic reaction: reactants, conditions, products, and yield From a dataset of the Open Reaction Database (ORD), a public repository of structured organic reaction records. Reactants: CC(C)Cc1ccc(C(C)C(=O)O)cc1, OCC(O)C(O)C(O)C(O)CO. Product: CC(C)Cc1ccc(C(C)C(=O)O)cc1, OCC(O)C(O)C(O)C(O)CO. As a reaction SMILES: [CH3:13][CH:14]([CH3:15])[CH2:16][c:17]1[cH:18][cH:19][c:20]([CH:23]([CH3:24])[C:25]([OH:26])=[O:27])[cH:21][cH:22]1.[OH:1][CH2:2][CH:3]([CH:4]([OH:5])[CH:6]([OH:7])[CH:8]([OH:9])[CH2:10][OH:11])[OH:12]>>[CH3:13][CH:14]([CH3:15])[CH2:16][c:17]1[cH:18][cH:19][c:20]([CH:23]([CH3:24])[C:25](=[O:26])[OH:27])[cH:21][cH:22]1.[OH:1][CH2:2][CH:3]([CH:4]([OH:5])[CH:6]([OH:7])[CH:8]([OH:9])[CH2:10][OH:11])[OH:12].